This data is from the Open Reaction Database (ORD), a public repository of structured organic reaction records. The task is: describe an organic reaction: reactants, conditions, products, and yield The reactants are O=C([O-])[O-], O=C(OCc1ccccc1)N1CCN(c2ncc(Br)cc2C(F)(F)F)CC1, C1COCCO1, CC(N)=O, O=C(C=Cc1ccccc1)C=Cc1ccccc1, O=C(C=Cc1ccccc1)C=Cc1ccccc1, ClC(Cl)Cl, O=C(C=Cc1ccccc1)C=Cc1ccccc1, [Cs+], [Cs+], [Pd], [Pd], CC1(C)c2cccc(P(c3ccccc3)c3ccccc3)c2Oc2c(P(c3ccccc3)c3ccccc3)cccc21. Yields the product CC(=O)Nc1cnc(N2CCN(C(=O)OCc3ccccc3)CC2)c(C(F)(F)F)c1. As a reaction SMILES: [C:74](=[O:75])([O-:76])[O-:77].[CH2:1]([c:2]1[cH:3][cH:4][cH:5][cH:6][cH:7]1)[O:8][C:9](=[O:10])[N:11]1[CH2:12][CH2:13][N:14]([c:17]2[n:18][cH:19][c:20]([Br:27])[cH:21][c:22]2[C:23]([F:24])([F:25])[F:26])[CH2:15][CH2:16]1.[CH2:80]1[O:81][CH2:82][CH2:83][O:84][CH2:85]1.[CH3:28][C:29]([NH2:30])=[O:31].[CH:110](=[CH:111][C:112]([CH:113]=[CH:114][c:115]1[cH:116][cH:117][cH:118][cH:119][cH:120]1)=[O:121])[c:122]1[cH:123][cH:124][cH:125][cH:126][cH:127]1.[CH:128](=[CH:129][C:130]([CH:131]=[CH:132][c:133]1[cH:134][cH:135][cH:136][cH:137][cH:138]1)=[O:139])[c:140]1[cH:141][cH:142][cH:143][cH:144][cH:145]1.[CH:86]([Cl:87])([Cl:88])[Cl:89].[CH:92](=[CH:93][C:94]([CH:95]=[CH:96][c:97]1[cH:98][cH:99][cH:100][cH:101][cH:102]1)=[O:103])[c:104]1[cH:105][cH:106][cH:107][cH:108][cH:109]1.[Cs+:78].[Cs+:79].[Pd:90].[Pd:91].[c:32]1([P:33]([c:34]2[cH:35][cH:36][cH:37][cH:38][cH:39]2)[c:40]2[c:41]3[c:65]([cH:66][cH:67][cH:68]2)[C:62]([CH3:63])([CH3:64])[c:44]2[c:43]([c:48]([P:49]([c:50]4[cH:51][cH:52][cH:53][cH:54][cH:55]4)[c:56]4[cH:57][cH:58][cH:59][cH:60][cH:61]4)[cH:47][cH:46][cH:45]2)[O:42]3)[cH:69][cH:70][cH:71][cH:72][cH:73]1>>[CH2:1]([c:2]1[cH:3][cH:4][cH:5][cH:6][cH:7]1)[O:8][C:9](=[O:10])[N:11]1[CH2:12][CH2:13][N:14]([c:17]2[n:18][cH:19][c:20]([NH:30][C:29]([CH3:28])=[O:31])[cH:21][c:22]2[C:23]([F:24])([F:25])[F:26])[CH2:15][CH2:16]1. Reactants: CCN, COc1cc2ncnc(Nc3cccc(Cl)c3F)c2cc1C=O. The product is CCNCc1cc2c(Nc3cccc(Cl)c3F)ncnc2cc1OC. Reaction SMILES: [CH3:24][CH2:25][NH2:26].[Cl:1][c:2]1[c:3]([F:23])[c:4]([NH:5][c:6]2[n:7][cH:8][n:9][c:10]3[cH:11][c:12]([O:18][CH3:19])[c:13]([CH:16]=[O:17])[cH:14][c:15]23)[cH:20][cH:21][cH:22]1>>[Cl:1][c:2]1[c:3]([F:23])[c:4]([NH:5][c:6]2[n:7][cH:8][n:9][c:10]3[cH:11][c:12]([O:18][CH3:19])[c:13]([CH2:16][NH:26][CH2:25][CH3:24])[cH:14][c:15]23)[cH:20][cH:21][cH:22]1. Product: NC[C@@H](C(=O)OC)NC(C1=CC=C(C=C1)NC1=NC(=NC(=N1)NC1(CC1)C1=CC=C(C=C1)Cl)OCC(F)(F)F)=O ((S)-methyl 3-amino-2-(4-(4-(1-(4-chlorophenyl)cyclopropylamino)-6-(2,2,2-trifluoroethoxy)-1,3,5-triazin-2-ylamino)benzamido)propanoate). Yield: 93.8%. Procedure: To a solution of (S)-methyl 3-(tert-butoxycarbonylamino)-2-(4-(4-(1-(4-chlorophenyl)cyclopropylamino)-6-(2,2,2-trifluoroethoxy)-1,3,5-triazin-2-ylamino)benzamido)propanoate (1 g) in CH2Cl2 (10 mL) was added TFA (3 mL). The mixture was stirred at room temperature for 16 hours. All the solvents were removed under vacuum to give (S)-methyl 3-amino-2-(4-(4-(1-(4-chlorophenyl)cyclopropylamino)-6-(2,2,2-trifluoroethoxy)-1,3,5-triazin-2-ylamino)benzamido)propanoate (0.8 g). Conditions: time 16 hour. RXN SMILES: C(OC([NH:8][CH2:9][C@H:10]([NH:15][C:16](=[O:47])[C:17]1[CH:22]=[CH:21][C:20]([NH:23][C:24]2[N:29]=[C:28]([NH:30][C:31]3([C:34]4[CH:39]=[CH:38][C:37]([Cl:40])=[CH:36][CH:35]=4)[CH2:33][CH2:32]3)[N:27]=[C:26]([O:41][CH2:42][C:43]([F:46])([F:45])[F:44])[N:25]=2)=[CH:19][CH:18]=1)[C:11]([O:13][CH3:14])=[O:12])=O)(C)(C)C.C(O)(C(F)(F)F)=O>C(Cl)Cl>[NH2:8][CH2:9][C@H:10]([NH:15][C:16](=[O:47])[C:17]1[CH:22]=[CH:21][C:20]([NH:23][C:24]2[N:29]=[C:28]([NH:30][C:31]3([C:34]4[CH:35]=[CH:36][C:37]([Cl:40])=[CH:38][CH:39]=4)[CH2:32][CH2:33]3)[N:27]=[C:26]([O:41][CH2:42][C:43]([F:46])([F:45])[F:44])[N:25]=2)=[CH:19][CH:18]=1)[C:11]([O:13][CH3:14])=[O:12]. The reactants are C(C)(C)(C)OC(=O)NC[C@@H](C(=O)OC)NC(C1=CC=C(C=C1)NC1=NC(=NC(=N1)NC1(CC1)C1=CC=C(C=C1)Cl)OCC(F)(F)F)=O ((S)-methyl 3-(tert-butoxycarbonylamino)-2-(4-(4-(1-(4-chlorophenyl)cyclopropylamino)-6-(2,2,2-trifluoroethoxy)-1,3,5-triazin-2-ylamino)benzamido)propanoate), C(=O)(C(F)(F)F)O (TFA). The solvent is C(Cl)Cl (CH2Cl2). Starting materials: O1CC1COC=1SC(=CN1)C(=O)NCCCCC#C (1,2-epoxy-3-[5-(hex-5-ynylaminocarbonyl)thiazol-2-yloxy]propane), C(C)(C)(C)N (t-butylamine). The solvent is C(C)O (ethanol). Run at temperature -20 celsius, time 12 hour. Product: C(C)(C)(C)NCC(COC=1SC(=CN1)C(=O)NCCCCC#C)O (1-t-butylamino-3-[5-(hex-5-ynylaminocarbonyl)thiazol-2-yloxy]propan-2-ol). As a reaction SMILES: [O:1]1[CH:3]([CH2:4][O:5][C:6]2[S:7][C:8]([C:11]([NH:13][CH2:14][CH2:15][CH2:16][CH2:17][C:18]#[CH:19])=[O:12])=[CH:9][N:10]=2)[CH2:2]1.[C:20]([NH2:24])([CH3:23])([CH3:22])[CH3:21]>C(O)C>[C:20]([NH:24][CH2:2][CH:3]([OH:1])[CH2:4][O:5][C:6]1[S:7][C:8]([C:11]([NH:13][CH2:14][CH2:15][CH2:16][CH2:17][C:18]#[CH:19])=[O:12])=[CH:9][N:10]=1)([CH3:23])([CH3:22])[CH3:21]. Procedure details: This examole illustrates methods for preparing the compounds of the present invention. In this examole a mixture containing 12 g. (0.037 mole) of 1,2-epoxy-3-[5-(hex-5-ynylaminocarbonyl)thiazol-2-yloxy]propane, 12 g. (0.164 mole) of t-butylamine and 20 ml. of ethanol is allowed to stand at room temperature for 12 hours. The mixture is then evaporated under vacuum to remove the ethanol solvent and the resulting residue dissolved in 50 ml. of ethyl acetate and cooled to -20° C, and maintained at t... Reactants: CN1C(CCC1)CO (1-methyl-2-pyrrolidinemethanol), C1(=CC=C(C=C1)S(=O)(=O)OC)C (methyl p-toluenesulfonate). Solvent: CC(=O)C (acetone). The product is C1(=CC=C(C=C1)S(=O)(=O)[O-])C.C[N+]1(C(CCC1)CO)C (1,1-Dimethyl-2-hydroxymethylpyrrolidinium p-toluenesulfonate). Yield: 138.6%. Reaction SMILES: [CH3:1][N:2]1[CH2:6][CH2:5][CH2:4][CH:3]1[CH2:7][OH:8].[C:9]1([CH3:20])[CH:14]=[CH:13][C:12]([S:15]([O:18]C)(=[O:17])=[O:16])=[CH:11][CH:10]=1>CC(C)=O>[C:9]1([CH3:20])[CH:10]=[CH:11][C:12]([S:15]([O-:18])(=[O:16])=[O:17])=[CH:13][CH:14]=1.[CH3:1][N+:2]1([CH3:9])[CH2:6][CH2:5][CH2:4][CH:3]1[CH2:7][OH:8] |f:3.4|. Reported procedure: In 10 ml of acetone was dissolved 1.47 g of 1-methyl-2-pyrrolidinemethanol, and 2.38 g of methyl p-toluenesulfonate was added dropwise to the resulting solution. The mixture was stirred at room temperature, heated under reflux, and cooled to precipitate crystals. The crystals were collected by filtration and dried to give 2.67 g of the desired compound. Starting materials: S1CCCC1 (tetrahydrothiophene), C1(=CC=C(C=C1)S(=O)(=O)OC)C (methyl p-toluenesulfonate). Run at time 3 day. Yields the product C1(=CC=C(C=C1)S(=O)(=O)[O-])C.C[S+]1CCCC1 (S-methyltetrahydrothiophenium p-toluenesulfonate). As a reaction SMILES: [S:1]1[CH2:5][CH2:4][CH2:3][CH2:2]1.[C:6]1([CH3:17])[CH:11]=[CH:10][C:9]([S:12]([O:15]C)(=[O:14])=[O:13])=[CH:8][CH:7]=1>>[C:6]1([CH3:17])[CH:7]=[CH:8][C:9]([S:12]([O-:15])(=[O:13])=[O:14])=[CH:10][CH:11]=1.[CH3:6][S+:1]1[CH2:5][CH2:4][CH2:3][CH2:2]1 |f:2.3|. Procedure: A mixture of 1.76 g of tetrahydrothiophene and 3.72 g of methyl p-toluenesulfonate was allowed to stand for 3 days at room temperature. The crystals which were deposited were collected by filtration, washed with diethyl ether, and dried. By this procedure crystals of S-methyltetrahydrothiophenium p-toluenesulfonate were obtained. After the product was recrystallized, it had a melting point of 145.0° to 148.0°C. Starting materials: C(C(=C)C)(=O)N (methacrylamide), C(=O)(C(=O)OCC)Cl (ethoxalyl chloride). Run in C1=CC=CC=C1 (benzene). Conditions: time 2.5 hour. The product is C(=O)(C(=O)OCC)NC(C(=C)C)=O (N-ethoxalylmethacrylamide). The yield is 42.9%. Reaction SMILES: [C:1]([NH2:6])(=[O:5])[C:2]([CH3:4])=[CH2:3].[C:7](Cl)([C:9]([O:11][CH2:12][CH3:13])=[O:10])=[O:8]>C1C=CC=CC=1>[C:7]([NH:6][C:1](=[O:5])[C:2]([CH3:4])=[CH2:3])([C:9]([O:11][CH2:12][CH3:13])=[O:10])=[O:8]. Reported procedure: Into a reaction vessel equipped with a stirrer, a cooler, an nitrogen gas introducing inlet and a dropping funnel, benzene (288.5 ml) and methacrylamide (49.1 g; 0.577 mol) were charged, and the resulting mixture was heated with reflux. Refluxing and bubbling with nitrogen gas were continued, during which ethoxalyl chloride (78.5 g; 0.577 mol) was dropwise added thereto in 2.5 hours. After the dropwise addition was completed, refluxing was continued for 5 hours. The benzene was distilled off, hy...